From a dataset of the Open Reaction Database (ORD), a public repository of structured organic reaction records. describe an organic reaction: reactants, conditions, products, and yield The reactants are CCCCCCCCOc1ncc(Br)cc1Cl, CCCCCCCCOc1ccc(B(O)O)cc1, CCO, Cc1ccccc1, [Na+], [Na+], O=C([O-])[O-], O, [Pd], c1ccc(P(c2ccccc2)c2ccccc2)cc1, c1ccc(P(c2ccccc2)c2ccccc2)cc1, c1ccc(P(c2ccccc2)c2ccccc2)cc1, c1ccc(P(c2ccccc2)c2ccccc2)cc1. Product: CCCCCCCCOc1ccc(-c2cnc(OCCCCCCCC)c(Cl)c2)cc1. RXN SMILES: [Br:1][c:2]1[cH:3][c:4]([Cl:17])[c:5]([O:8][CH2:9][CH2:10][CH2:11][CH2:12][CH2:13][CH2:14][CH2:15][CH3:16])[n:6][cH:7]1.[CH2:18]([CH2:19][CH2:20][CH2:21][CH2:22][CH2:23][CH2:24][CH3:25])[O:26][c:27]1[cH:28][cH:29][c:30]([B:33]([OH:34])[OH:35])[cH:31][cH:32]1.[CH3:42][CH2:43][OH:44].[CH3:45][c:46]1[cH:47][cH:48][cH:49][cH:50][cH:51]1.[Na+:36].[Na+:37].[O-:38][C:39](=[O:40])[O-:41].[OH2:129].[Pd:52].[c:110]1([P:111]([c:112]2[cH:113][cH:114][cH:115][cH:116][cH:117]2)[c:118]2[cH:119][cH:120][cH:121][cH:122][cH:123]2)[cH:124][cH:125][cH:126][cH:127][cH:128]1.[c:53]1([P:54]([c:55]2[cH:56][cH:57][cH:58][cH:59][cH:60]2)[c:61]2[cH:62][cH:63][cH:64][cH:65][cH:66]2)[cH:67][cH:68][cH:69][cH:70][cH:71]1.[c:72]1([P:73]([c:74]2[cH:75][cH:76][cH:77][cH:78][cH:79]2)[c:80]2[cH:81][cH:82][cH:83][cH:84][cH:85]2)[cH:86][cH:87][cH:88][cH:89][cH:90]1.[c:91]1([P:92]([c:93]2[cH:94][cH:95][cH:96][cH:97][cH:98]2)[c:99]2[cH:100][cH:101][cH:102][cH:103][cH:104]2)[cH:105][cH:106][cH:107][cH:108][cH:109]1>>[c:2]1(-[c:30]2[cH:29][cH:28][c:27]([O:26][CH2:18][CH2:19][CH2:20][CH2:21][CH2:22][CH2:23][CH2:24][CH3:25])[cH:32][cH:31]2)[cH:3][c:4]([Cl:17])[c:5]([O:8][CH2:9][CH2:10][CH2:11][CH2:12][CH2:13][CH2:14][CH2:15][CH3:16])[n:6][cH:7]1. The reactants are FC(C1=CC=CC2=C1C(=NCC(=N2)NN)C2=C(C=CC=C2)F)(F)F (6-(trifluoromethyl)-5-(o-fluorophenyl)-3H-1,4-benzodiazepin-2-yl hydrazine), ClCC(=O)Cl (chloroacetyl chloride), C(C)(=O)[O-].[Na+] (sodium acetate). The product is ClCC1=NN=C2N1C1=C(C(=NC2)C2=C(C=CC=C2)F)C(=CC=C1)C(F)(F)F (1-(chloromethyl)-7-(trifluoromethyl)-6-(o-fluorophenyl)-4H-s-triazolo[4,3-a][1,4]benzodiazepine). As a reaction SMILES: [F:1][C:2]([F:24])([F:23])[C:3]1[C:8]2[C:9]([C:16]3[CH:21]=[CH:20][CH:19]=[CH:18][C:17]=3[F:22])=[N:10][CH2:11][C:12]([NH:14][NH2:15])=[N:13][C:7]=2[CH:6]=[CH:5][CH:4]=1.[Cl:25][CH2:26][C:27](Cl)=O.C([O-])(=O)C.[Na+]>>[Cl:25][CH2:26][C:27]1[N:13]2[C:7]3[CH:6]=[CH:5][CH:4]=[C:3]([C:2]([F:1])([F:23])[F:24])[C:8]=3[C:9]([C:16]3[CH:21]=[CH:20][CH:19]=[CH:18][C:17]=3[F:22])=[N:10][CH2:11][C:12]2=[N:14][N:15]=1 |f:2.3|. Procedure: In the manner given in Preparation 10, 6-(trifluoromethyl)-5-(o-fluorophenyl)-3H-1,4-benzodiazepin-2-yl hydrazine is reacted with chloroacetyl chloride and after 1.5 hours with sodium acetate, then refluxed to give 1-(chloromethyl)-7-(trifluoromethyl)-6-(o-fluorophenyl)-4H-s-triazolo[4,3-a][1,4]benzodiazepine. Reactants: ClC1=C(C(=CC(=C1)[N+](=O)[O-])Cl)SC(N(C)C)=O (Dimethyl-thiocarbamic acid S-(2,6-dichloro-4-nitro-phenyl)ester), O (water). Reagents/catalysts: [Fe] (iron). Solvent: C(C)(=O)O (acetic acid), CC(C)O (2-propanol). Reaction conditions: temperature 50 celsius. Yields the product NC1=CC(=C(C(=C1)Cl)SC(N(C)C)=O)Cl (Dimethyl-thiocarbamic acid S-(4-amino-2,6-dichloro-phenyl) ester). Isolated yield 92.9%. RXN SMILES: [Cl:1][C:2]1[CH:7]=[C:6]([N+:8]([O-])=O)[CH:5]=[C:4]([Cl:11])[C:3]=1[S:12][C:13](=[O:17])[N:14]([CH3:16])[CH3:15].O>C(O)(=O)C.CC(O)C.[Fe]>[NH2:8][C:6]1[CH:5]=[C:4]([Cl:11])[C:3]([S:12][C:13](=[O:17])[N:14]([CH3:16])[CH3:15])=[C:2]([Cl:1])[CH:7]=1. Procedure details: A mixture of dimethyl-thiocarbamic acid S-(2,6-dichloro-4-nitro-phenyl) ester (80) (1.6 g, 5.4 mmol) in glacial acetic acid (24 mL), 2-propanol (48 mL), and water (24 mL) heated to 50° C. was treated with iron powder (2.1 g, 37.8 mmol). The resulting mixture was heated to 95° C. for 2 h. At this time, the reaction was filtered hot through a pad of celite and was washed with water and ethyl acetate. The filtrates were concentrated to remove the majority of organics. The remaining solution was dil... Reactants: C(C1=C(C=CC=C1)SSC1=C(C(=O)Cl)C=CC=C1)(=O)Cl (2,2'-dithiobisbenzoyl chloride), NC1=NC=NC(=C1)Cl (4-amino-6-chloropyrimidine). Solvent: N1=CC=CC=C1 (pyridine), ClCCl (dichloromethane). Product: ClC1=CC(=NC=N1)NC(C1=C(C=CC=C1)SSC1=C(C(=O)NC2=NC=NC(=C2)Cl)C=CC=C1)=O (2,2'-Dithiobis[N-(6-chloro-4-pyrimidinyl)benzamide]). The yield is 12.3%. RXN SMILES: [C:1](Cl)(=[O:19])[C:2]1[CH:7]=[CH:6][CH:5]=[CH:4][C:3]=1[S:8][S:9][C:10]1[CH:18]=[CH:17][CH:16]=[CH:15][C:11]=1[C:12](Cl)=[O:13].[NH2:21][C:22]1[CH:27]=[C:26]([Cl:28])[N:25]=[CH:24][N:23]=1>ClCCl.N1C=CC=CC=1>[Cl:28][C:26]1[N:25]=[CH:24][N:23]=[C:22]([NH:21][C:1](=[O:19])[C:2]2[CH:7]=[CH:6][CH:5]=[CH:4][C:3]=2[S:8][S:9][C:10]2[CH:18]=[CH:17][CH:16]=[CH:15][C:11]=2[C:12]([NH:21][C:22]2[CH:27]=[C:26]([Cl:28])[N:25]=[CH:24][N:23]=2)=[O:13])[CH:27]=1. Procedure: This compound was prepared according to the general method of Example 90 using 2,2'-dithiobisbenzoyl chloride (2.00 g, 5.83 mmol) in 50 mL of dichloromethane and 4-amino-6-chloropyrimidine (1.51 g, 11.7 mmol) in 12 mL of pyridine. The crude product was triturated with a hot mixture of ethyl acetate and ethanol, filtered, and recrystallized from acetonitrile-DMF to yield 0.38 g of the title compound, mp 254°-256° C.